The task is: describe an organic reaction: reactants, conditions, products, and yield. This data is from the Open Reaction Database (ORD), a public repository of structured organic reaction records. The reactants are FC(C(=O)NCCC1=CC(=C(C=C1)OC)N=CC1=CC=CC=C1)(F)F (2,2,2-Trifluoro-N-[2-[4-methoxy-3-(phenylmethyleneamino)phenyl]ethyl]acetamide). Reagents/catalysts: [Pt]=O (platinum oxide). Solvent: C(C)O (ethanol). Reaction conditions: time 18 hour. Product: FC(C(=O)NCCC1=CC(=C(C=C1)OC)NCC1=CC=CC=C1)(F)F (2,2,2-trifluoro-N-[2-[4-methoxy-3-(phenylmethylamino)phenyl]ethyl]acetamide). Yield: 51.0%. Reaction SMILES: [F:1][C:2]([F:25])([F:24])[C:3]([NH:5][CH2:6][CH2:7][C:8]1[CH:13]=[CH:12][C:11]([O:14][CH3:15])=[C:10]([N:16]=[CH:17][C:18]2[CH:23]=[CH:22][CH:21]=[CH:20][CH:19]=2)[CH:9]=1)=[O:4]>C(O)C.[Pt]=O>[F:1][C:2]([F:24])([F:25])[C:3]([NH:5][CH2:6][CH2:7][C:8]1[CH:13]=[CH:12][C:11]([O:14][CH3:15])=[C:10]([NH:16][CH2:17][C:18]2[CH:19]=[CH:20][CH:21]=[CH:22][CH:23]=2)[CH:9]=1)=[O:4]. Procedure details: The product from step (a) (11.9 g) and platinum oxide (0.2 g) in ethanol (150 ml) was hydrogenated at room temperature and 3 atmospheres pressure for 18 hrs. The catalyst was filtered and the ethanol evaporated to afford the crude product as a red oil (12 g). This was purified by flash chromatography on silica using petroleum ether/ethyl acetate (3.1) as eluant. Evaporation of the major fraction eluted afforded sub-title compound as white crystals (6.1 g) mp 80°-82°. The reactants are ClCCN(CCCl)C=1C=C(C=CC1)[N+](=O)[O-] (3-[N,N-Bis(2-chloroethyl)amino]nitrobenzene), resultant mixture, N (ammonia), O.O.[Sn](Cl)Cl (tin(II) chloride dihydrate). Run in Cl (hydrochloric acid), O (water). The product is Cl.ClCCN(C1=CC(=CC=C1)N)CCCl (N,N-Bis(2-chloroethyl)-1,3-phenylenediamine hydrochloride), crystals. Yield: 96.1%. RXN SMILES: [Cl:1][CH2:2][CH2:3][N:4]([C:8]1[CH:9]=[C:10]([N+:14]([O-])=O)[CH:11]=[CH:12][CH:13]=1)[CH2:5][CH2:6][Cl:7].O.O.[Sn](Cl)Cl.N>Cl.O>[ClH:1].[Cl:1][CH2:2][CH2:3][N:4]([CH2:5][CH2:6][Cl:7])[C:8]1[CH:13]=[CH:12][CH:11]=[C:10]([NH2:14])[CH:9]=1 |f:1.2.3,7.8|. Reported procedure: 3-[N,N-Bis(2-chloroethyl)amino]nitrobenzene (2.0 g; 7.6 mmol) was dissolved in 35 ml of concentrated hydrochloric acid, followed by the addition of 6.9 g (30.6 mmol; 4.0 equivalents) of tin(II) chloride dihydrate. The resultant mixture was stirred under heating for 1 hour over an oil bath controlled at 100° C. The reaction mixture was allowed to cool down to room temperature and then diluted with water. The resulting mixture was basified with concentrated aqueous ammonia and then extracted twice... Reactants: CC(C(=O)ON[C@@H](CSC1=C(C(=CC=C1)OC1=CC=CC=C1)[N+](=O)[O-])C(=O)O)(C)C (N-[(2,2-dimethylpropanoyl)oxy]-S-(2-nitro-3-phenoxyphenyl)-L-cysteine). The reagents and catalysts are [Pd] (Pd/C). The solvent is CO (methanol). Yields the product NC1=C(C=CC=C1OC1=CC=CC=C1)SC[C@H](NOC(C(C)(C)C)=O)C(=O)O (S-(2-amino-3-phenoxyphenyl)-N-[(2,2-dimethylpropanoyl)oxy]-L-cysteine). The yield is 89.0%. Reaction SMILES: [CH3:1][C:2]([CH3:30])([CH3:29])[C:3]([O:5][NH:6][C@H:7]([C:26]([OH:28])=[O:27])[CH2:8][S:9][C:10]1[CH:15]=[CH:14][CH:13]=[C:12]([O:16][C:17]2[CH:22]=[CH:21][CH:20]=[CH:19][CH:18]=2)[C:11]=1[N+:23]([O-])=O)=[O:4]>[Pd].CO>[NH2:23][C:11]1[C:12]([O:16][C:17]2[CH:18]=[CH:19][CH:20]=[CH:21][CH:22]=2)=[CH:13][CH:14]=[CH:15][C:10]=1[S:9][CH2:8][C@@H:7]([C:26]([OH:28])=[O:27])[NH:6][O:5][C:3](=[O:4])[C:2]([CH3:29])([CH3:30])[CH3:1]. Procedure: 0.76 g of 58 (1.75 mmol), 76 mg of Pd/C (10%) and 34.5 mL of methanol are hydrogenated at 5 bar for 10 hours at 20° C. in an autoclave. After filtering off the catalyst through Celite, the solvent is evaporated off and 0.63 g of expected product 59 is obtained (brown oil), which product is used directly in the following step. Reactants: OC=1C=C(C(=O)O)C=CC1C (3-hydroxy-4-methylbenzoic acid), [N+](=[N-])=C (diazomethane). Run in C(C)OCC (diethylether), CCOCC (ether). Reaction conditions: time 24 hour. Yields the product OC=1C=C(C(=O)OC)C=CC1C (Methyl 3-hydroxy-4-methylbenzoate). Reaction SMILES: [OH:1][C:2]1[CH:3]=[C:4]([CH:8]=[CH:9][C:10]=1[CH3:11])[C:5]([OH:7])=[O:6].[N+](=[CH2:14])=[N-]>C(OCC)C>[OH:1][C:2]1[CH:3]=[C:4]([CH:8]=[CH:9][C:10]=1[CH3:11])[C:5]([O:7][CH3:14])=[O:6]. Procedure details: A solution of 3-hydroxy-4-methylbenzoic acid (26.1 g, 0.17 mol) in 200 mL of diethylether is treated with a solution of diazomethane in ether until a persistent yellow color develops. The resulting solution is stirred for 24 hours. The resulting solution is concentrated and the residue is crystallized from CH2Cl2. A white solid which is methyl 3-hydroxy-4-methylbenzoate is obtained (26.5 g, 93%).